Task: describe an organic reaction: reactants, conditions, products, and yield. Dataset: the Open Reaction Database (ORD), a public repository of structured organic reaction records Reactants: CCCC[Sn](CCCC)(CCCC)COC, CN1CCCC1=O, COC(=O)c1ccc(Cl)nc1N, [F-], [K+], [Pd], c1ccc(P(c2ccccc2)c2ccccc2)cc1, c1ccc(P(c2ccccc2)c2ccccc2)cc1, c1ccc(P(c2ccccc2)c2ccccc2)cc1, c1ccc(P(c2ccccc2)c2ccccc2)cc1. Yields the product COCc1ccc(C(=O)OC)c(N)n1. Reaction SMILES: [CH2:13]([Sn:14]([CH2:15][CH2:16][CH2:17][CH3:21])([CH2:18][O:19][CH3:20])[CH2:22][CH2:23][CH2:24][CH3:25])[CH2:26][CH2:27][CH3:28].[CH3:108][N:109]1[CH2:110][CH2:111][CH2:112][C:113]1=[O:114].[CH3:1][O:2][C:3]([c:4]1[c:5]([NH2:11])[n:6][c:7]([Cl:10])[cH:8][cH:9]1)=[O:12].[F-:29].[K+:30].[Pd:31].[c:32]1([P:33]([c:34]2[cH:35][cH:36][cH:37][cH:38][cH:39]2)[c:40]2[cH:41][cH:42][cH:43][cH:44][cH:45]2)[cH:46][cH:47][cH:48][cH:49][cH:50]1.[c:51]1([P:52]([c:53]2[cH:54][cH:55][cH:56][cH:57][cH:58]2)[c:59]2[cH:60][cH:61][cH:62][cH:63][cH:64]2)[cH:65][cH:66][cH:67][cH:68][cH:69]1.[c:70]1([P:71]([c:72]2[cH:73][cH:74][cH:75][cH:76][cH:77]2)[c:78]2[cH:79][cH:80][cH:81][cH:82][cH:83]2)[cH:84][cH:85][cH:86][cH:87][cH:88]1.[c:89]1([P:90]([c:91]2[cH:92][cH:93][cH:94][cH:95][cH:96]2)[c:97]2[cH:98][cH:99][cH:100][cH:101][cH:102]2)[cH:103][cH:104][cH:105][cH:106][cH:107]1>>[CH3:1][O:2][C:3]([c:4]1[c:5]([NH2:11])[n:6][c:7]([CH2:18][O:19][CH3:20])[cH:8][cH:9]1)=[O:12]. Starting materials: C1=CC=C(C=C1)P(C2=CC=CC=C2)C3=C(C4=CC=CC=C4C=C3)C5=C(C=CC6=CC=CC=C65)P(C7=CC=CC=C7)C8=CC=CC=C8 ((S)-(−)-2,2′-bis(diphenylphosphino)-1,1′-binaphthyl), BrC1=CC=C(C=C1)C=1C=2C(=CNC1C)C(N(N2)C2=CC=C(C=C2)Cl)=O (7-(4-bromophenyl)-2-(4-chlorophenyl)-2,5-dihydro-6-methylpyrazolo[4,3-c]pyridin-3-one), N1CCOCC1 (morpholine), CC(C)([O-])C.[Na+] (sodium tert-butoxide), C1=CC=C(C=C1)P(C2=CC=CC=C2)C3=C(C4=CC=CC=C4C=C3)C5=C(C=CC6=CC=CC=C65)P(C7=CC=CC=C7)C8=CC=CC=C8 ((S)-BINAP). The reagents and catalysts are C=1C=CC(=CC1)/C=C/C(=O)/C=C/C2=CC=CC=C2.C=1C=CC(=CC1)/C=C/C(=O)/C=C/C2=CC=CC=C2.C=1C=CC(=CC1)/C=C/C(=O)/C=C/C2=CC=CC=C2.[Pd].[Pd] (tris(dibenzylideneacetone)dipalladium(0)), C=1C=CC(=CC1)/C=C/C(=O)/C=C/C2=CC=CC=C2.C=1C=CC(=CC1)/C=C/C(=O)/C=C/C2=CC=CC=C2.C=1C=CC(=CC1)/C=C/C(=O)/C=C/C2=CC=CC=C2.[Pd].[Pd] (tris(dibenzylideneacetone)dipalladium(0)). Run in CN(C)C=O (DMF). Reaction conditions: temperature 80 celsius, time 47 hour. Product: ClC1=CC=C(C=C1)N1N=C2C(=CNC(=C2C2=CC=C(C=C2)N2CCOCC2)C)C1=O (2-(4-Chlorophenyl)-2,5-dihydro-6-methyl-7-[4-(morpholin-4-yl)phenyl]-pyrazolo[4,3-c]pyridin-3-one). Yield: 25.5%. RXN SMILES: Br[C:2]1[CH:7]=[CH:6][C:5]([C:8]2[C:9]3[C:10]([C:15](=[O:25])[N:16]([C:18]4[CH:23]=[CH:22][C:21]([Cl:24])=[CH:20][CH:19]=4)[N:17]=3)=[CH:11][NH:12][C:13]=2[CH3:14])=[CH:4][CH:3]=1.[NH:26]1[CH2:31][CH2:30][O:29][CH2:28][CH2:27]1.CC(C)([O-])C.[Na+].C1C=CC(P(C2C=CC3C(=CC=CC=3)C=2C2C3C(=CC=CC=3)C=CC=2P(C2C=CC=CC=2)C2C=CC=CC=2)C2C=CC=CC=2)=CC=1>CN(C=O)C.C1C=CC(/C=C/C(/C=C/C2C=CC=CC=2)=O)=CC=1.C1C=CC(/C=C/C(/C=C/C2C=CC=CC=2)=O)=CC=1.C1C=CC(/C=C/C(/C=C/C2C=CC=CC=2)=O)=CC=1.[Pd].[Pd]>[Cl:24][C:21]1[CH:22]=[CH:23][C:18]([N:16]2[C:15](=[O:25])[C:10]3=[CH:11][NH:12][C:13]([CH3:14])=[C:8]([C:5]4[CH:6]=[CH:7][C:2]([N:26]5[CH2:31][CH2:30][O:29][CH2:28][CH2:27]5)=[CH:3][CH:4]=4)[C:9]3=[N:17]2)=[CH:19][CH:20]=1 |f:2.3,6.7.8.9.10|. Procedure: A mixture of 7-(4-bromophenyl)-2-(4-chlorophenyl)-2,5-dihydro-6-methylpyrazolo[4,3-c]pyridin-3-one (69.1 mg, 0.167 mmol), morpholine (34.9 ml, 0.400 mmol) and sodium tert-butoxide (61.1 mg, 0.636 mmol) in Ianhydrous DMF (3 ml) was degassed by evaporating the flask under vacuum and refilling with nitrogen several times. Solid (S)-(−)-2,2′-bis(diphenylphosphino)-1,1′-binaphthyl [(S)-BINAP] (10.5 mg, 0.0169 mmol) and tris(dibenzylideneacetone)dipalladium(0) (7.6 mg, 0.0083 mmol) were added and the ... Starting materials: CCCCC(=NNC(N)=S)OCC, CI, ClCCl. Product: CCCCC(=NNC(=N)SC)OCC. Reaction SMILES: [C:1]([CH2:2][CH2:3][CH2:4][CH3:5])([O:6][CH2:7][CH3:8])=[N:9][NH:10][C:11]([NH2:12])=[S:13].[CH3:14][I:15].[Cl:16][CH2:17][Cl:18]>>[C:1]([CH2:2][CH2:3][CH2:4][CH3:5])([O:6][CH2:7][CH3:8])=[N:9][NH:10][C:11](=[NH:12])[S:13][CH3:14]. Reactants: NCCN, c1ccncc1, O=C(Oc1cccc2[nH]nnc12)c1ccc(B(O)O)cc1. Yields the product NCCNC(=O)c1ccc(B(O)O)cc1. As a reaction SMILES: [CH2:22]([CH2:23][NH2:24])[NH2:25].[cH:26]1[cH:27][cH:28][n:29][cH:30][cH:31]1.[nH:1]1[c:2]2[cH:3][cH:4][cH:5][c:6]([O:7][C:11](=[O:12])[c:13]3[cH:14][cH:15][c:16]([B:19]([OH:20])[OH:21])[cH:17][cH:18]3)[c:8]2[n:9][n:10]1>>[C:11](=[O:12])([c:13]1[cH:14][cH:15][c:16]([B:19]([OH:20])[OH:21])[cH:17][cH:18]1)[NH:25][CH2:22][CH2:23][NH2:24]. Reactants: CC(=O)CC(=O)OCCN1CCC(c2ccccc2)CC1, C1CCNCC1, O=Cc1cccc([N+](=O)[O-])c1, O, c1ccccc1. Product: CC(=O)C(=Cc1cccc([N+](=O)[O-])c1)C(=O)OCCN1CCC(c2ccccc2)CC1. As a reaction SMILES: [C:12]([CH2:13][C:14](=[O:15])[CH3:16])(=[O:17])[O:18][CH2:19][CH2:20][N:21]1[CH2:22][CH2:23][CH:24]([c:27]2[cH:28][cH:29][cH:30][cH:31][cH:32]2)[CH2:25][CH2:26]1.[CH2:33]1[CH2:34][CH2:35][NH:36][CH2:37][CH2:38]1.[N+:1](=[O:2])([O-:3])[c:4]1[cH:5][c:6]([CH:7]=[O:8])[cH:9][cH:10][cH:11]1.[OH2:45].[cH:39]1[cH:40][cH:41][cH:42][cH:43][cH:44]1>>[N+:1](=[O:2])([O-:3])[c:4]1[cH:5][c:6]([CH:7]=[C:13]([C:12](=[O:17])[O:18][CH2:19][CH2:20][N:21]2[CH2:22][CH2:23][CH:24]([c:27]3[cH:28][cH:29][cH:30][cH:31][cH:32]3)[CH2:25][CH2:26]2)[C:14](=[O:15])[CH3:16])[cH:9][cH:10][cH:11]1. The reactants are O=C1CCC(=O)N1Br, ClCCl, OCCCc1ccc2c(c1)OC(F)(F)O2, c1ccc(P(c2ccccc2)c2ccccc2)cc1. Product: FC1(F)Oc2ccc(CCCBr)cc2O1. As a reaction SMILES: [Br:35][N:36]1[C:37](=[O:38])[CH2:39][CH2:40][C:41]1=[O:42].[CH2:43]([Cl:44])[Cl:45].[F:1][C:2]1([F:15])[O:3][c:4]2[c:5]([cH:7][cH:8][c:9]([CH2:11][CH2:12][CH2:13][OH:14])[cH:10]2)[O:6]1.[c:16]1([P:17]([c:18]2[cH:19][cH:20][cH:21][cH:22][cH:23]2)[c:24]2[cH:25][cH:26][cH:27][cH:28][cH:29]2)[cH:30][cH:31][cH:32][cH:33][cH:34]1>>[F:1][C:2]1([F:15])[O:3][c:4]2[c:5]([cH:7][cH:8][c:9]([CH2:11][CH2:12][CH2:13][Br:35])[cH:10]2)[O:6]1. Starting materials: Cc1cc(=O)nc2sc(Br)nn12, CCO, CCN(C(C)C)C(C)C, O=C(NCc1ccc(OC(F)(F)F)cc1)C1CNCCN1S(=O)(=O)c1ccc(OC(F)(F)F)cc1. Yields the product Cc1cc(=O)nc2sc(N3CCN(S(=O)(=O)c4ccc(OC(F)(F)F)cc4)C(C(=O)NCc4ccc(OC(F)(F)F)cc4)C3)nn12. As a reaction SMILES: [Br:36][c:37]1[n:38][n:39]2[c:40]([n:41][c:42](=[O:46])[cH:43][c:44]2[CH3:45])[s:47]1.[CH3:57][CH2:58][OH:59].[CH:48]([N:49]([CH2:50][CH3:51])[CH:52]([CH3:53])[CH3:54])([CH3:55])[CH3:56].[F:1][C:2]([O:3][c:4]1[cH:5][cH:6][c:7]([CH2:8][NH:9][C:10](=[O:11])[CH:12]2[N:13]([S:18](=[O:19])(=[O:20])[c:21]3[cH:22][cH:23][c:24]([O:27][C:28]([F:29])([F:30])[F:31])[cH:25][cH:26]3)[CH2:14][CH2:15][NH:16][CH2:17]2)[cH:32][cH:33]1)([F:34])[F:35]>>[F:1][C:2]([O:3][c:4]1[cH:5][cH:6][c:7]([CH2:8][NH:9][C:10](=[O:11])[CH:12]2[N:13]([S:18](=[O:19])(=[O:20])[c:21]3[cH:22][cH:23][c:24]([O:27][C:28]([F:29])([F:30])[F:31])[cH:25][cH:26]3)[CH2:14][CH2:15][N:16]([c:37]3[n:38][n:39]4[c:40]([n:41][c:42](=[O:46])[cH:43][c:44]4[CH3:45])[s:47]3)[CH2:17]2)[cH:32][cH:33]1)([F:34])[F:35]. The reactants are NCCN(C1=CC=CC=C1)C1=CC=CC=C1 (N-(2-aminoethyl)-diphenylamine), O1CC1COC1=CC=CC=C1 (1,2-epoxy-3-phenoxy-propane). Yields the product C1(=CC=CC=C1)N(CCNCC(COC1=CC=CC=C1)O)C1=CC=CC=C1 (1-(2-diphenylaminoethylamino)-2-hydroxy-3-phenoxy-propane). As a reaction SMILES: [NH2:1][CH2:2][CH2:3][N:4]([C:11]1[CH:16]=[CH:15][CH:14]=[CH:13][CH:12]=1)[C:5]1[CH:10]=[CH:9][CH:8]=[CH:7][CH:6]=1.[O:17]1[CH:19]([CH2:20][O:21][C:22]2[CH:27]=[CH:26][CH:25]=[CH:24][CH:23]=2)[CH2:18]1>>[C:5]1([N:4]([C:11]2[CH:16]=[CH:15][CH:14]=[CH:13][CH:12]=2)[CH2:3][CH2:2][NH:1][CH2:18][CH:19]([OH:17])[CH2:20][O:21][C:22]2[CH:27]=[CH:26][CH:25]=[CH:24][CH:23]=2)[CH:10]=[CH:9][CH:8]=[CH:7][CH:6]=1. Procedure: A mixture of 6.4 g. N-(2-aminoethyl)-diphenylamine and 4.7 g. 1,2-epoxy-3-phenoxy-propane was heated for 10 minutes at 160° C. The reaction product was triturated with ether and then recrystallized from isopropanol. 4.7 g. (43% of theory) of colorless crystals of 1-(2-diphenylaminoethylamino)-2-hydroxy-3-phenoxy-propane were obtained; m.p. 95°-96° C. The reactants are OCCOCCOCCOCCOCCOCCOCc1ccccc1, O=C(Cl)Oc1ccc([N+](=O)[O-])cc1, Cl, O=C1OC(CO)CN1c1ccc2cc(-c3ccccc3C(F)(F)F)[nH]c(=O)c2c1, c1ccncc1. Product: O=C(OCCOCCOCCOCCOCCOCCOCc1ccccc1)OCC1CN(c2ccc3cc(-c4ccccc4C(F)(F)F)[nH]c(=O)c3c2)C(=O)O1. As a reaction SMILES: [CH2:43]([c:44]1[cH:45][cH:46][cH:47][cH:48][cH:49]1)[O:50][CH2:51][CH2:52][O:53][CH2:54][CH2:55][O:56][CH2:57][CH2:58][O:59][CH2:60][CH2:61][O:62][CH2:63][CH2:64][O:65][CH2:66][CH2:67][OH:68].[Cl:1][C:2](=[O:3])[O:4][c:5]1[cH:6][cH:7][c:8]([N+:9]([O-:10])=[O:11])[cH:12][cH:13]1.[ClH:69].[OH:14][CH2:15][CH:16]1[CH2:17][N:18]([c:22]2[cH:23][cH:24][c:25]3[cH:26][c:27](-[c:33]4[c:34]([C:39]([F:40])([F:41])[F:42])[cH:35][cH:36][cH:37][cH:38]4)[nH:28][c:29](=[O:32])[c:30]3[cH:31]2)[C:19](=[O:21])[O:20]1.[cH:70]1[cH:71][cH:72][n:73][cH:74][cH:75]1>>[C:2](=[O:3])([O:14][CH2:15][CH:16]1[CH2:17][N:18]([c:22]2[cH:23][cH:24][c:25]3[cH:26][c:27](-[c:33]4[c:34]([C:39]([F:40])([F:41])[F:42])[cH:35][cH:36][cH:37][cH:38]4)[nH:28][c:29](=[O:32])[c:30]3[cH:31]2)[C:19](=[O:21])[O:20]1)[O:68][CH2:67][CH2:66][O:65][CH2:64][CH2:63][O:62][CH2:61][CH2:60][O:59][CH2:58][CH2:57][O:56][CH2:55][CH2:54][O:53][CH2:52][CH2:51][O:50][CH2:43][c:44]1[cH:45][cH:46][cH:47][cH:48][cH:49]1.